From a dataset of the Open Reaction Database (ORD), a public repository of structured organic reaction records. describe an organic reaction: reactants, conditions, products, and yield Product: ClC=1C=CC(=C(CN(CC)C2=CC=C(N=N2)C(=O)OCCCC)C1)O (Butyl 6-[N-(5-chloro-2-hydroxybenzyl)-N-ethylamino]pyridazine-3-carboxylate). Starting materials: C(C)NC1=CC=C(N=N1)C(=O)OCCCC (butyl 6-(ethylamino)pyridazine-3-carboxylate), ClC1=CC=C(C=C1)O (4-chlorophenol), FC(C(=O)O)(F)F (trifluoroacetic acid). Procedure details: The title compound was prepared from butyl 6-(ethylamino)pyridazine-3-carboxylate and 4-chlorophenol using a similar method to that of reference example 3, except 0.4 equivalents of trifluoroacetic acid were added to the reaction mixture. RXN SMILES: [CH2:1]([NH:3][C:4]1[N:9]=[N:8][C:7]([C:10]([O:12][CH2:13][CH2:14][CH2:15][CH3:16])=[O:11])=[CH:6][CH:5]=1)[CH3:2].[Cl:17][C:18]1[CH:23]=C[C:21]([OH:24])=[CH:20][CH:19]=1.F[C:26](F)(F)[C:27](O)=O>>[Cl:17][C:18]1[CH:19]=[CH:20][C:21]([OH:24])=[C:2]([CH:23]=1)[CH2:1][N:3]([C:4]1[N:9]=[N:8][C:7]([C:10]([O:12][CH2:13][CH2:14][CH2:15][CH3:16])=[O:11])=[CH:6][CH:5]=1)[CH2:26][CH3:27]. Starting materials: ClC1=C(C#N)C=C(C(=N1)Cl)F (2,6-dichloro-5-fluoronicotinonitrile), C(C)(=O)O (acetic acid). The solvent is O (water). Yields the product ClC1=C(C#N)C=C(C=N1)F (2-chloro-5-fluoronicotinonitrile). Yield: 51.2%. RXN SMILES: [Cl:1][C:2]1[N:9]=[C:8](Cl)[C:7]([F:11])=[CH:6][C:3]=1[C:4]#[N:5].C(O)(=O)C>O>[Cl:1][C:2]1[N:9]=[CH:8][C:7]([F:11])=[CH:6][C:3]=1[C:4]#[N:5]. Reported procedure: Into a 50 mL round bottomed flask, 2,6-dichloro-5-fluoronicotinonitrile (1 g), acetic acid (5 mL) and water (0.5 mL) were charged, and reacted and post-treated in the same manner as in Example 1 and then purified by silica gel column chromatography (hexane/ethyl acetate=6/1) to obtain the title compound (420 mg, yield: 52%). As a result of the HPLC analysis, the purity was 100%. The reactants are BrCc1ccccc1, CC(C)O, O=C1c2ccccc2C(=O)N1CCCc1cccnc1. The product is [Br-], O=C1c2ccccc2C(=O)N1CCCc1ccc[n+](Cc2ccccc2)c1. RXN SMILES: [Br:21][CH2:22][c:23]1[cH:24][cH:25][cH:26][cH:27][cH:28]1.[CH3:29][CH:30]([OH:31])[CH3:32].[n:1]1[cH:2][c:3]([CH2:7][CH2:8][CH2:9][N:10]2[C:11](=[O:20])[c:12]3[cH:13][cH:14][cH:15][cH:16][c:17]3[C:18]2=[O:19])[cH:4][cH:5][cH:6]1>>[Br-:21].[n+:1]1([CH2:22][c:23]2[cH:24][cH:25][cH:26][cH:27][cH:28]2)[cH:2][c:3]([CH2:7][CH2:8][CH2:9][N:10]2[C:11](=[O:20])[c:12]3[cH:13][cH:14][cH:15][cH:16][c:17]3[C:18]2=[O:19])[cH:4][cH:5][cH:6]1. Starting materials: O=C1CC2CN(CC(C1)N2C)C (7-oxo-3,9-dimethyl3,9-diazabicyclo[3.3.1)nonane), S(=O)(=O)([O-])[O-].[Mg+2] (magnesium sulfate), [H-].[Al+3].[Li+].[H-].[H-].[H-] (lithium aluminum hydride), [OH-].[Na+] (sodium hydroxide). Solvent: C1CCOC1 (THF), C1CCOC1 (THF), O (water), O (water). Conditions: time 4.5 hour. Product: CN1CC2CC(CC(C1)N2C)O (Endo-3,9-dimethyl-3,9-diazabicyclo[3.3.1)nonan-7-ol). Yield: 93.3%. RXN SMILES: [H-].[Al+3].[Li+].[H-].[H-].[H-].[O:7]=[C:8]1[CH2:15][CH:14]2[N:16]([CH3:17])[CH:10]([CH2:11][N:12]([CH3:18])[CH2:13]2)[CH2:9]1.[OH-].[Na+].S([O-])([O-])(=O)=O.[Mg+2]>C1COCC1.O>[CH3:18][N:12]1[CH2:11][CH:10]2[N:16]([CH3:17])[CH:14]([CH2:15][CH:8]([OH:7])[CH2:9]2)[CH2:13]1 |f:0.1.2.3.4.5,7.8,9.10|. Procedure: To a suspension of lithium aluminum hydride (0.95 g, 25.0 mmol) in dry THF (40 ml) was added dropwise at room temperature while stirring a solution of 7-oxo-3,9-dimethyl3,9-diazabicyclo[3.3.1)nonane (2.78 g, 16.5 mmol) in dry THF (50 ml). After stirring at room temperature for 4.5 hrs, water (1 ml), 40% aqueous sodium hydroxide solution (1 ml) and water (3 ml) were added successively to a reaction solution. Further anhydrous magnesium sulfate was added and stirred, and thereafter the reaction wa... The reactants are C1CCC2=NCCCN2CC1, C1CCOC1, OC1CCCCC1, CS(=O)c1nc(N)nc(-c2ccco2)c1I. The product is Nc1nc(OC2CCCCC2)c(I)c(-c2ccco2)n1. Reaction SMILES: [CH2:24]1[CH2:25][CH2:26][C:27]2=[N:32][CH2:31][CH2:30][CH2:29][N:28]2[CH2:33][CH2:34]1.[CH2:35]1[O:36][CH2:37][CH2:38][CH2:39]1.[OH:17][CH:18]1[CH2:19][CH2:20][CH2:21][CH2:22][CH2:23]1.[o:1]1[c:2](-[c:6]2[n:7][c:8]([NH2:16])[n:9][c:10]([S:13]([CH3:14])=[O:15])[c:11]2[I:12])[cH:3][cH:4][cH:5]1>>[o:1]1[c:2](-[c:6]2[n:7][c:8]([NH2:16])[n:9][c:10]([O:17][CH:18]3[CH2:19][CH2:20][CH2:21][CH2:22][CH2:23]3)[c:11]2[I:12])[cH:3][cH:4][cH:5]1. Starting materials: ClC1=CC(=C(C=C1OCCO)N1C(N(C(=CC1=O)C(F)(F)F)C)=O)F (3-[4-chloro-2-fluoro-5-(2-hydroxyethoxy)-phenyl]-1-methyl-6 -trifluoromethyl-2,4(1H,3H)-pyrimidinedione), ClC(=O)OCC (ethyl chloroformate), N1=CC=CC=C1 (pyridine). The solvent is C(C)OCC (diethyl ether). Product: C(OCCOC1=C(C=C(C(=C1)N1C(N(C(=CC1=O)C(F)(F)F)C)=O)F)Cl)(OCC)=O (2-[2-chloro-5-(3,6-dihydro-2,6-dioxo-3-methyl-4-trifluoromethyl-1(2H)-pyrimidinyl]-4-fluorophenoxy]-ethyl ethyl carbonate). RXN SMILES: [Cl:1][C:2]1[C:7]([O:8][CH2:9][CH2:10][OH:11])=[CH:6][C:5]([N:12]2[C:17](=[O:18])[CH:16]=[C:15]([C:19]([F:22])([F:21])[F:20])[N:14]([CH3:23])[C:13]2=[O:24])=[C:4]([F:25])[CH:3]=1.Cl[C:27]([O:29][CH2:30][CH3:31])=[O:28].N1C=CC=CC=1>C(OCC)C>[C:27](=[O:28])([O:29][CH2:30][CH3:31])[O:11][CH2:10][CH2:9][O:8][C:7]1[CH:6]=[C:5]([N:12]2[C:17](=[O:18])[CH:16]=[C:15]([C:19]([F:22])([F:21])[F:20])[N:14]([CH3:23])[C:13]2=[O:24])[C:4]([F:25])=[CH:3][C:2]=1[Cl:1]. Procedure details: using 3-[4-chloro-2-fluoro-5-(2-hydroxyethoxy)-phenyl]-1-methyl-6 -trifluoromethyl-2,4(1H,3H)-pyrimidinedione and ethyl chloroformate with pyridine in diethyl ether there is obtained 2-[2-chloro-5-(3,6-dihydro-2,6-dioxo-3-methyl-4-trifluoromethyl-1(2H)-pyrimidinyl]-4-fluorophenoxy]-ethyl ethyl carbonate, 1H-NMR (CDCl3, 400 MHz): 7.32 ppm (d,1H), 6.81 ppm (d,1H), 6.36 ppm (s,1H), 4.47°-4.54 ppm (m,2H), 4.16°-4.27 ppm (m,4H), 3.56 ppm (d,3H), 1.32 ppm (t,3H); Reactants: CCOC(CNc1nncs1)OCC, CCO, Cl, Cl, O, NCCc1ccc(O)c(O)c1. Product: Cl, Oc1cc2c(cc1O)C(CNc1nncs1)NCC2. Reaction SMILES: [CH2:14]([O:15][CH:17]([O:16][CH2:25][CH3:26])[CH2:18][NH:19][c:20]1[s:21][cH:22][n:23][n:24]1)[CH3:27].[CH3:28][CH2:29][OH:30].[ClH:1].[ClH:2].[OH2:31].[OH:3][c:4]1[cH:5][c:6]([CH2:7][CH2:8][NH2:9])[cH:10][cH:11][c:12]1[OH:13]>>[ClH:1].[OH:3][c:4]1[cH:5][c:6]2[c:10]([cH:11][c:12]1[OH:13])[CH:17]([CH2:18][NH:19][c:20]1[s:21][cH:22][n:23][n:24]1)[NH:9][CH2:8][CH2:7]2. The reactants are [H][H] (hydrogen), Cl (hydrochloric acid), [N+](=O)([O-])C=1C(=C(C=C(C1OCCCO)[N+](=O)[O-])Cl)OCCCO (3,5-dinitro-2,4-bis(γ-hydroxypropoxy)chlorobenzene), O (water). Reagents/catalysts: [Fe] (iron). Solvent: C(C)(=O)OCC (ethyl acetate), C(C)O (ethanol), C(C)(=O)O (acetic acid). Reaction conditions: temperature 95 celsius. The product is Cl.Cl.NC=1C(=C(C=C(C1OCCCO)N)Cl)OCCCO (3,5-diamino-2,4-bis(γ-hydroxypropoxy)-chlorobenzene dihydrochloride). Reaction SMILES: [H][H].O.[N+:4]([C:7]1[C:8]([O:22][CH2:23][CH2:24][CH2:25][OH:26])=[C:9]([Cl:21])[CH:10]=[C:11]([N+:18]([O-])=O)[C:12]=1[O:13][CH2:14][CH2:15][CH2:16][OH:17])([O-])=O.[ClH:27]>C(O)C.[Fe].C(OCC)(=O)C.C(O)(=O)C>[ClH:21].[ClH:27].[NH2:4][C:7]1[C:8]([O:22][CH2:23][CH2:24][CH2:25][OH:26])=[C:9]([Cl:21])[CH:10]=[C:11]([NH2:18])[C:12]=1[O:13][CH2:14][CH2:15][CH2:16][OH:17] |f:8.9.10|. Reported procedure: 250 g of powdered iron which had been reduced with hydrogen were added to 700 ml of water containing 10 ml of acetic acid which had been previously heated to 95° C., and 0.34 mole (119 g) of 3,5-dinitro-2,4-bis(γ-hydroxypropoxy)chlorobenzene was added gradually with stirring. Upon completion of the additions, the reaction mixture was maintained for 10 additional minutes at 95° C. After cooling, 1 liter of ethyl acetate was added. The reaction mixture was filtered off in order to remove the iron ... Starting materials: COCCOCCOC, COC(=O)c1ccc(F)cc1F, [K+], [K+], [K+], Oc1ccc2[nH]ccc2c1, O=P([O-])([O-])[O-]. The product is COC(=O)c1ccc(F)cc1Oc1ccc2[nH]ccc2c1. Reaction SMILES: [CH3:31][O:32][CH2:33][CH2:34][O:35][CH2:36][CH2:37][O:38][CH3:39].[F:11][c:12]1[c:13]([C:14](=[O:15])[O:16][CH3:17])[cH:18][cH:19][c:20]([F:22])[cH:21]1.[K+:28].[K+:29].[K+:30].[OH:1][c:2]1[cH:3][c:4]2[cH:5][cH:6][nH:7][c:8]2[cH:9][cH:10]1.[P:23]([O-:24])([O-:25])([O-:26])=[O:27]>>[O:1]([c:2]1[cH:3][c:4]2[cH:5][cH:6][nH:7][c:8]2[cH:9][cH:10]1)[c:12]1[c:13]([C:14](=[O:15])[O:16][CH3:17])[cH:18][cH:19][c:20]([F:22])[cH:21]1. Reactants: COC(=O)C12CCC(CCCC3(C)OCCO3)(CC1)CC2, CO, Cl, [K+], [OH-], O. The product is CC1(CCCC23CCC(C(=O)O)(CC2)CC3)OCCO1. RXN SMILES: [CH3:1][C:2]1([CH2:7][CH2:8][CH2:9][C:10]23[CH2:11][CH2:12][C:13]([C:18](=[O:19])[O:20][CH3:21])([CH2:14][CH2:15]2)[CH2:16][CH2:17]3)[O:3][CH2:4][CH2:5][O:6]1.[CH3:22][OH:23].[ClH:26].[K+:25].[OH-:24].[OH2:27]>>[CH3:1][C:2]1([CH2:7][CH2:8][CH2:9][C:10]23[CH2:11][CH2:12][C:13]([C:18](=[O:19])[OH:20])([CH2:14][CH2:15]2)[CH2:16][CH2:17]3)[O:3][CH2:4][CH2:5][O:6]1.